describe an organic reaction: reactants, conditions, products, and yield From a dataset of the Open Reaction Database (ORD), a public repository of structured organic reaction records. Starting materials: C1(=CC=CC=C1)NC1(CC(N(CC1)C1=CC=CC=C1)C)C(OC)C=1SC=CC1 (4-phenylamino-4-(1-thiophenyl-1-methoxymethyl)-N-phenyl-methyl piperidine). Run in C(C)(=O)OCC (ethyl acetate), C(C)(=O)OCC (ethyl acetate). Reaction conditions: time 1 hour. Product: C1(=CC=CC=C1)NC1(CCN(CC1)CC1=CC=CC=C1)COC (4-phenylamino-4-methoxymethyl-N-phenylmethyl piperidine). Yield: 110.8%. As a reaction SMILES: [C:1]1([NH:7][C:8]2([CH:21](C3SC=CC=3)[O:22][CH3:23])[CH2:13][CH2:12][N:11]([C:14]3[CH:19]=[CH:18]C=CC=3)[CH:10](C)[CH2:9]2)[CH:6]=[CH:5][CH:4]=[CH:3][CH:2]=1>C(OCC)(=O)C>[C:1]1([NH:7][C:8]2([CH2:21][O:22][CH3:23])[CH2:9][CH2:10][N:11]([CH2:14][C:19]3[CH:18]=[CH:3][CH:2]=[CH:1][CH:6]=3)[CH2:12][CH2:13]2)[CH:2]=[CH:3][CH:4]=[CH:5][CH:6]=1. Reported procedure: Raney nickel (38 g, wet, W-2, washed with ethanol, then ethyl acetate) was added to a solution of 4-phenylamino-4-(1-thiophenyl-1-methoxymethyl)-N-phenyl-methyl piperidine (3.10 g, 7.4 mmole) in ethyl acetate (100 ml). The resulting mixture was stirred at room temperature for 1 hour, filtered through a sintered glass funnel and the filtrate concentrated under vacuum. The resulting residue was chromatographed (silica gel; ethyl acetate) to yield the product, 4-phenylamino-4-methoxymethyl-N-phenyl... Reactants: C(C)OC(CSC1=CN=C(S1)NC(=O)N(CC1CCCC1)C1=C(C(=CC=C1)C)F)=O ({2-[3-(2-fluoro-3-methyl-phenyl)-3-cyclopentylmethyl-ureido]-thiazol-5-ylsulfanyl}-acetic acid ethyl ester), C(C)OC(CSC1=CN=C(S1)N)=O ((2-amino-thiazol-5-ylsulfanyl)acetic acid ethyl ester), C1(CCCC1)CN(C(NC=1SC=C(N1)CC(=O)O)=O)C1=CC=C(C=C1)S(=O)(=O)C ({2-[3-cyclopentylmethyl-3-(4-methanesulfonyl-phenyl)-ureido]-thiazol-4-yl}-acetic acid), C1(CCCC1)CNC1=C(C(=CC=C1)C)F (cyclopentylmethyl-(2-fluoro-3-methyl-phenyl)-amine). The product is C1(CCCC1)CN(C(NC=1SC(=CN1)SCC(=O)O)=O)C1=C(C(=CC=C1)C)F ({2-[3-Cyclopentylmethyl-3-(2-fluoro-3-methyl-phenyl)-ureido]-thiazol-5-ylsulfanyl}-acetic acid). RXN SMILES: C([O:3][C:4](=[O:30])[CH2:5][S:6][C:7]1[S:11][C:10]([NH:12][C:13]([N:15]([C:22]2[CH:27]=[CH:26][CH:25]=[C:24]([CH3:28])[C:23]=2[F:29])[CH2:16][CH:17]2[CH2:21][CH2:20][CH2:19][CH2:18]2)=[O:14])=[N:9][CH:8]=1)C.C1(CN(C2C=CC(S(C)(=O)=O)=CC=2)C(=O)NC2SC=C(CC(O)=O)N=2)CCCC1.C1(CNC2C=CC=C(C)C=2F)CCCC1.C(OC(=O)CSC1SC(N)=NC=1)C>>[CH:17]1([CH2:16][N:15]([C:22]2[CH:27]=[CH:26][CH:25]=[C:24]([CH3:28])[C:23]=2[F:29])[C:13](=[O:14])[NH:12][C:10]2[S:11][C:7]([S:6][CH2:5][C:4]([OH:30])=[O:3])=[CH:8][N:9]=2)[CH2:21][CH2:20][CH2:19][CH2:18]1. Reported procedure: The title compound was prepared via {2-[3-(2-fluoro-3-methyl-phenyl)-3-cyclopentylmethyl-ureido]-thiazol-5-ylsulfanyl}-acetic acid ethyl ester in a similar manner as described for the synthesis of {2-[3-cyclopentylmethyl-3-(4-methanesulfonyl-phenyl)-ureido]-thiazol-4-yl}-acetic acid, using cyclopentylmethyl-(2-fluoro-3-methyl-phenyl)-amine and (2-amino-thiazol-5-ylsulfanyl)acetic acid ethyl ester The reactants are O=C([O-])[O-], CS(=O)(=O)c1ccc(O)cn1, CN(C)C=O, O=[N+]([O-])c1ccc(F)cc1, [K+], [K+], O. The product is CS(=O)(=O)c1ccc(Oc2ccc([N+](=O)[O-])cc2)cn1. As a reaction SMILES: [C:22](=[O:23])([O-:24])[O-:25].[CH3:11][S:12](=[O:13])(=[O:14])[c:15]1[cH:16][cH:17][c:18]([OH:21])[cH:19][n:20]1.[CH3:29][N:30]([CH3:31])[CH:32]=[O:33].[F:1][c:2]1[cH:3][cH:4][c:5]([N+:8](=[O:9])[O-:10])[cH:6][cH:7]1.[K+:26].[K+:27].[OH2:28]>>[c:2]1([O:21][c:18]2[cH:17][cH:16][c:15]([S:12]([CH3:11])(=[O:13])=[O:14])[n:20][cH:19]2)[cH:3][cH:4][c:5]([N+:8](=[O:9])[O-:10])[cH:6][cH:7]1.